From a dataset of the Open Reaction Database (ORD), a public repository of structured organic reaction records. describe an organic reaction: reactants, conditions, products, and yield The reactants are COC(C1=C(C(=CC=C1)[N+](=O)[O-])OC)=O (2-methoxy-3-nitro-benzoic acid methyl ester), [BH4-].[Na+] (sodium borohydride). Solvent: C(C)(C)(C)O (tert-butanol). Reaction conditions: time 3 hour. The product is COC1=C(C=CC=C1[N+](=O)[O-])CO ((2-methoxy-3-nitro-phenyl)-methanol). Yield: 68.4%. RXN SMILES: C[O:2][C:3](=O)[C:4]1[CH:9]=[CH:8][CH:7]=[C:6]([N+:10]([O-:12])=[O:11])[C:5]=1[O:13][CH3:14].[BH4-].[Na+]>C(O)(C)(C)C>[CH3:14][O:13][C:5]1[C:6]([N+:10]([O-:12])=[O:11])=[CH:7][CH:8]=[CH:9][C:4]=1[CH2:3][OH:2] |f:1.2|. Procedure details: A solution of 14.0 g of 2-methoxy-3-nitro-benzoic acid methyl ester in 245 ml of tert-butanol was treated with 6.75 g of sodium borohydride, and the heterogeneous mixture to 80° C. Methonol (62 ml) was slowly added at a dropwise rate over 2 hr. After 3 hr at 80° C., the solvent was evaporated at 40° C. under reduced pressure and the residue was treated with water, acidified with hydrochloric acid, extracted with ethyl acetate, the extracts washed with brine, dried, and evaporated to dryness. Pur... The reactants are NC(=O)c1cc(Br)cc2c(C3CCS(=O)(=O)CC3)c[nH]c12, [K+], [K+], O=C([O-])[O-], C1COCCO1, O, OB(O)c1ccccc1, c1ccc(P(c2ccccc2)(c2ccccc2)[Pd](P(c2ccccc2)(c2ccccc2)c2ccccc2)(P(c2ccccc2)(c2ccccc2)c2ccccc2)P(c2ccccc2)(c2ccccc2)c2ccccc2)cc1. Yields the product NC(=O)c1cc(-c2ccccc2)cc2c(C3CCS(=O)(=O)CC3)c[nH]c12. As a reaction SMILES: [Br:1][c:2]1[cH:3][c:4]2[c:5]([CH:14]3[CH2:15][CH2:16][S:17](=[O:20])(=[O:21])[CH2:18][CH2:19]3)[cH:6][nH:7][c:8]2[c:9]([C:11](=[O:12])[NH2:13])[cH:10]1.[K+:31].[K+:32].[O-:33][C:34]([O-:35])=[O:36].[O:37]1[CH2:38][CH2:39][O:40][CH2:41][CH2:42]1.[OH2:43].[OH:22][B:23]([OH:24])[c:25]1[cH:26][cH:27][cH:28][cH:29][cH:30]1.[cH:44]1[cH:45][cH:46][c:47]([P:48]([Pd:49]([P:50]([c:51]2[cH:52][cH:53][cH:54][cH:55][cH:56]2)([c:57]2[cH:58][cH:59][cH:60][cH:61][cH:62]2)[c:63]2[cH:64][cH:65][cH:66][cH:67][cH:68]2)([P:69]([c:70]2[cH:71][cH:72][cH:73][cH:74][cH:75]2)([c:76]2[cH:77][cH:78][cH:79][cH:80][cH:81]2)[c:82]2[cH:83][cH:84][cH:85][cH:86][cH:87]2)[P:88]([c:89]2[cH:90][cH:91][cH:92][cH:93][cH:94]2)([c:95]2[cH:96][cH:97][cH:98][cH:99][cH:100]2)[c:101]2[cH:102][cH:103][cH:104][cH:105][cH:106]2)([c:107]2[cH:108][cH:109][cH:110][cH:111][cH:112]2)[c:113]2[cH:114][cH:115][cH:116][cH:117][cH:118]2)[cH:119][cH:120]1>>[c:2]1(-[c:25]2[cH:26][cH:27][cH:28][cH:29][cH:30]2)[cH:3][c:4]2[c:5]([CH:14]3[CH2:15][CH2:16][S:17](=[O:20])(=[O:21])[CH2:18][CH2:19]3)[cH:6][nH:7][c:8]2[c:9]([C:11](=[O:12])[NH2:13])[cH:10]1. Starting materials: [H-].[Al+3].[Li+].[H-].[H-].[H-] (lithium aluminum hydride), [H-].[Al+3].[Li+].[H-].[H-].[H-] (lithium aluminum hydride), COC(C(C)OC1=CC=C(C=C1)OC1=CC=C(C=C1)C(F)(F)F)=O (methyl-α-[4-(4-trifluoromethylphenoxy)-phenoxy]propionate), S(O)(O)(=O)=O (sulfuric acid), ice water. Run in C(C)OCC (diethyl ether), C(C)OCC (diethyl ether). Conditions: temperature 35 celsius. Product: FC(C1=CC=C(OC2=CC=C(OC(CO)C)C=C2)C=C1)(F)F (β-[4-(4-Trifluoromethylphenoxy)phenoxy]propanol). Isolated yield 79.3%. As a reaction SMILES: C[O:2][C:3](=O)[CH:4]([O:6][C:7]1[CH:12]=[CH:11][C:10]([O:13][C:14]2[CH:19]=[CH:18][C:17]([C:20]([F:23])([F:22])[F:21])=[CH:16][CH:15]=2)=[CH:9][CH:8]=1)[CH3:5].[H-].[Al+3].[Li+].[H-].[H-].[H-].S(=O)(=O)(O)O>C(OCC)C>[F:21][C:20]([F:22])([F:23])[C:17]1[CH:18]=[CH:19][C:14]([O:13][C:10]2[CH:11]=[CH:12][C:7]([O:6][CH:4]([CH3:5])[CH2:3][OH:2])=[CH:8][CH:9]=2)=[CH:15][CH:16]=1 |f:1.2.3.4.5.6|. Procedure details: 6.6 g of methyl-α-[4-(4-trifluoromethylphenoxy)-phenoxy]propionate was dissolved in 15 ml of anhydrous diethyl ether, and the solution was added slowly to a dispersion of 0.4 g of lithium aluminum hydride in 50 ml of anhydrous diethyl ether while cooling. After completion of the addition, the mixture was refluxed at about 35° C. for 10 minutes to complete the reaction. The reaction mixture was poured into an appropriate amount of ice water to decompose any remaining unreacted lithium aluminum hy... Reactants: CC(C)(C)OC(=O)N1C2C=C(OS(=O)(=O)C(F)(F)F)CC1CC2, CC1(C)OB(c2ccc(N3CCN(S(C)(=O)=O)CC3)cc2)OC1(C)C, CCOC(C)=O, COCCOC, [K+], [K+], O=C([O-])[O-], c1ccc(P(c2ccccc2)(c2ccccc2)[Pd](P(c2ccccc2)(c2ccccc2)c2ccccc2)(P(c2ccccc2)(c2ccccc2)c2ccccc2)P(c2ccccc2)(c2ccccc2)c2ccccc2)cc1. The product is CC(C)(C)OC(=O)N1C2C=C(c3ccc(N4CCN(S(C)(=O)=O)CC4)cc3)CC1CC2. As a reaction SMILES: [C:26]([CH3:27])([CH3:28])([CH3:29])[O:30][C:31](=[O:32])[N:33]1[CH:34]2[CH:35]=[C:36]([O:41][S:42]([C:43]([F:44])([F:45])[F:46])(=[O:47])=[O:48])[CH2:37][CH:38]1[CH2:39][CH2:40]2.[CH3:1][S:2](=[O:3])(=[O:4])[N:5]1[CH2:6][CH2:7][N:8]([c:11]2[cH:12][cH:13][c:14]([B:17]3[O:18][C:19]([CH3:20])([CH3:21])[C:22]([CH3:23])([CH3:24])[O:25]3)[cH:15][cH:16]2)[CH2:9][CH2:10]1.[CH3:55][CH2:56][O:57][C:58](=[O:59])[CH3:60].[CH3:61][O:62][CH2:63][CH2:64][O:65][CH3:66].[K+:49].[K+:50].[O-:51][C:52]([O-:53])=[O:54].[cH:67]1[cH:68][cH:69][c:70]([P:71]([Pd:72]([P:73]([c:74]2[cH:75][cH:76][cH:77][cH:78][cH:79]2)([c:80]2[cH:81][cH:82][cH:83][cH:84][cH:85]2)[c:86]2[cH:87][cH:88][cH:89][cH:90][cH:91]2)([P:92]([c:93]2[cH:94][cH:95][cH:96][cH:97][cH:98]2)([c:99]2[cH:100][cH:101][cH:102][cH:103][cH:104]2)[c:105]2[cH:106][cH:107][cH:108][cH:109][cH:110]2)[P:111]([c:112]2[cH:113][cH:114][cH:115][cH:116][cH:117]2)([c:118]2[cH:119][cH:120][cH:121][cH:122][cH:123]2)[c:124]2[cH:125][cH:126][cH:127][cH:128][cH:129]2)([c:130]2[cH:131][cH:132][cH:133][cH:134][cH:135]2)[c:136]2[cH:137][cH:138][cH:139][cH:140][cH:141]2)[cH:142][cH:143]1>>[CH3:1][S:2](=[O:3])(=[O:4])[N:5]1[CH2:6][CH2:7][N:8]([c:11]2[cH:12][cH:13][c:14]([C:36]3=[CH:35][CH:34]4[N:33]([C:31]([O:30][C:26]([CH3:27])([CH3:28])[CH3:29])=[O:32])[CH:38]([CH2:37]3)[CH2:39][CH2:40]4)[cH:15][cH:16]2)[CH2:9][CH2:10]1. Reactants: O (water), BrCCCC1=CC=CC=C1 (1-bromo-3-phenylpropane), suspension, [H-].[Na+] (sodium hydride), paraffin, C(C)(C)(C)OC(=O)N1CCC(CC1)CNC(C(F)(F)F)=O (N-(1-tert-butoxycarbonylpiperidin-4-ylmethyl)trifluoroacetoamide). Run in CN(C=O)C (N,N-dimethylformamide). Conditions: temperature 0 celsius, time 30 minute. The product is C1(=CC=CC=C1)CCCN(C(C(F)(F)F)=O)CC1CCN(CC1)C(=O)OC(C)(C)C (N-(3-phenylpropan-1-yl)-N-(1-tert-butoxycarbonylpiperidin-4-ylmethyl)trifluoroacetamide). RXN SMILES: [H-].[Na+].[C:3]([O:7][C:8]([N:10]1[CH2:15][CH2:14][CH:13]([CH2:16][NH:17][C:18](=[O:23])[C:19]([F:22])([F:21])[F:20])[CH2:12][CH2:11]1)=[O:9])([CH3:6])([CH3:5])[CH3:4].Br[CH2:25][CH2:26][CH2:27][C:28]1[CH:33]=[CH:32][CH:31]=[CH:30][CH:29]=1.O>CN(C)C=O>[C:28]1([CH2:27][CH2:26][CH2:25][N:17]([CH2:16][CH:13]2[CH2:14][CH2:15][N:10]([C:8]([O:7][C:3]([CH3:6])([CH3:4])[CH3:5])=[O:9])[CH2:11][CH2:12]2)[C:18](=[O:23])[C:19]([F:20])([F:21])[F:22])[CH:33]=[CH:32][CH:31]=[CH:30][CH:29]=1 |f:0.1|. Procedure: Under nitrogen, 0.25 g (6.25 mM) of a 60% suspension of sodium hydride in liquid paraffin was added to a solution of 1.73 g (5.57 mM) of N-(1-tert-butoxycarbonylpiperidin-4-ylmethyl)trifluoroacetoamide in N,N-dimethylformamide (20 ml) at 0° C. and the mixture was stirred at 0° C. for 30 minutes. To this mixture was added 1.0 ml (6.58 mM) of 1-bromo-3-phenylpropane and the mixture was stirred at room temperature for 2.5 hours and further at 60° C. for one hour. The reaction was stopped by adding ... Reactants: [Br-], C[Si](C)(C)Cl, CC#N, CC(C)(O)c1cccc(Cl)c1, [Li+]. The product is CC(C)(Br)c1cccc(Cl)c1. Reaction SMILES: [Br-:13].[CH3:14][Si:15]([Cl:16])([CH3:17])[CH3:18].[CH3:19][C:20]#[N:21].[Cl:1][c:2]1[cH:3][c:4]([C:8]([CH3:9])([CH3:10])[OH:11])[cH:5][cH:6][cH:7]1.[Li+:12]>>[Cl:1][c:2]1[cH:3][c:4]([C:8]([CH3:9])([CH3:10])[Br:13])[cH:5][cH:6][cH:7]1. The reactants are CSC(N)=S.[Na] (sodium monomethyldithiocarbamate), ClCC(=O)NC=1SC=C(N1)/C(/C(=O)N[C@@H]1C(N([C@@H]1COC(\C(=N/OC)\C=1N=C(SC1)NC(CCl)=O)=O)S(=O)(=O)[O-])=O)=N/OC.[Na+] (sodium cis-3-[2-(2-chloroacetamido-4-thiazolyl)-(Z)-2-methoxyiminoacetamido]-4-[2-(2-chloroacetamido-4-thiazolyl)-(Z)-2-methoxyiminoacetoxymethyl]-2-oxoazetidine-1-sulfonate), CSC(N)=S.[Na] (sodium monomethyldithiocarbamate). Solvent: O (water). Product: NC=1SC=C(N1)/C(/C(=O)N[C@@H]1C(N([C@@H]1COC(\C(=N/OC)\C=1N=C(SC1)N)=O)S(=O)(=O)[O-])=O)=N/OC.[Na+] (sodium cis-3-[2-(2-amino-4-thiazolyl)-(Z)-2-methoxyiminoacetamido]-4-[2-(2-amino-4-thiazolyl)-(Z)-2-methoxyiminoacetoxymethyl]-2-oxoazetidine-1-sulfonate). As a reaction SMILES: ClCC([NH:5][C:6]1[S:7][CH:8]=[C:9](/[C:11](=[N:42]/[O:43][CH3:44])/[C:12]([NH:14][C@H:15]2[C@@H:18]([CH2:19][O:20][C:21](=[O:36])/[C:22](/[C:26]3[N:27]=[C:28]([NH:31]C(=O)CCl)[S:29][CH:30]=3)=[N:23]\[O:24][CH3:25])[N:17]([S:37]([O-:40])(=[O:39])=[O:38])[C:16]2=[O:41])=[O:13])[N:10]=1)=O.[Na+:45].CSC(=S)N.[Na]>O>[NH2:5][C:6]1[S:7][CH:8]=[C:9](/[C:11](=[N:42]/[O:43][CH3:44])/[C:12]([NH:14][C@H:15]2[C@@H:18]([CH2:19][O:20][C:21](=[O:36])/[C:22](/[C:26]3[N:27]=[C:28]([NH2:31])[S:29][CH:30]=3)=[N:23]\[O:24][CH3:25])[N:17]([S:37]([O-:40])(=[O:39])=[O:38])[C:16]2=[O:41])=[O:13])[N:10]=1.[Na+:45] |f:0.1,2.3,5.6,^1:50|. Reported procedure: To a solution of 221 mg of sodium cis-3-[2-(2-chloroacetamido-4-thiazolyl)-(Z)-2-methoxyiminoacetamido]-4-[2-(2-chloroacetamido-4-thiazolyl)-(Z)-2-methoxyiminoacetoxymethyl]-2-oxoazetidine-1-sulfonate in 10 ml of water is added under ice-cooling 85 mg of sodium monomethyldithiocarbamate with stirring. The mixture is stirred at room temperature for one hour, followed by addition of 40 mg of sodium monomethyldithiocarbamate. The mixture is stirred at room temperature for further one hour. The reac...